From a dataset of the Open Reaction Database (ORD), a public repository of structured organic reaction records. describe an organic reaction: reactants, conditions, products, and yield The reactants are C(CC)C1=NC2=C(N1CC1=CC=C(C=C1)C=1C(=CC=CC1)C(=O)OC(C)(C)C)C=C(C=C2C)C=2OC(=C(N2)C)C (tert.butyl 4'-[[2-n-propyl-4-methyl-6-(4,5-dimethyl-oxazol-2-yl)-1H-benzimidazol-1-yl]-methyl]-biphenyl-2-carboxylate), CN(CCNC=O)C (N-(2-dimethylaminoethyl)formamide). Product: C(CC)C1=NC2=C(N1CC1=CC=C(C=C1)C=1C(=CC=CC1)C(=O)O)C=C(C=C2C)C=2N(C(=C(N2)C)C)CCN(C)C (4'-[[2-n-Propyl-4-methyl-6-[1-(2-dimethylamino-ethyl)-4,5-dimethyl-imidazol-2-yl]-1H-benzimidazol-1-yl]-methyl]-biphenyl-2-carboxylic acid). RXN SMILES: [CH2:1]([C:4]1[N:8]([CH2:9][C:10]2[CH:15]=[CH:14][C:13]([C:16]3[C:17]([C:22]([O:24]C(C)(C)C)=[O:23])=[CH:18][CH:19]=[CH:20][CH:21]=3)=[CH:12][CH:11]=2)[C:7]2[CH:29]=[C:30]([C:34]3O[C:36](C)=[C:37](C)[N:38]=3)[CH:31]=[C:32]([CH3:33])[C:6]=2[N:5]=1)[CH2:2][CH3:3].CN(C)C[CH2:44][NH:45][CH:46]=O>>[CH2:1]([C:4]1[N:8]([CH2:9][C:10]2[CH:15]=[CH:14][C:13]([C:16]3[C:17]([C:22]([OH:24])=[O:23])=[CH:18][CH:19]=[CH:20][CH:21]=3)=[CH:12][CH:11]=2)[C:7]2[CH:29]=[C:30]([C:34]3[N:38]([CH2:37][CH2:36][N:45]([CH3:44])[CH3:46])[C:7]([CH3:29])=[C:6]([CH3:32])[N:5]=3)[CH:31]=[C:32]([CH3:33])[C:6]=2[N:5]=1)[CH2:2][CH3:3]. Procedure details: Prepared analogously to Example 146 from tert.butyl 4'-[[2-n-propyl-4-methyl-6-(4,5-dimethyl-oxazol-2-yl)-1H-benzimidazol-1-yl]-methyl]-biphenyl-2-carboxylate and N-(2-dimethylaminoethyl)formamide/-2-dimethylamino-ethylamine. Reactants: C(#N)[BH3-].[Na+] (sodium cyanoborohydride), C(C)(=O)O (Acetic acid), COC(=O)C=1N=CC(=C2C1OC(OC2)(C)C)C=O (5-Formyl-2,2-dimethyl-4H-[1,3]dioxino[4,5-c]pyridine-8-carboxylic acid methyl ester), FC1=CC=C(N)C=C1 (4-fluoroaniline). Run in CO (methanol). Run at time 15 minute. Product: FC1=CC=C(C=C1)NCC1=C2C(=C(N=C1)C(=O)OC)OC(OC2)(C)C (methyl 5-((4-fluorophenylamino)methyl)-2,2-dimethyl-4H-[1,3]dioxino[4,5-c]pyridine-8-carboxylate). The yield is 96.2%. Reaction SMILES: C(O)(=O)C.[CH3:5][O:6][C:7]([C:9]1[N:10]=[CH:11][C:12]([CH:21]=O)=[C:13]2[CH2:18][O:17][C:16]([CH3:20])([CH3:19])[O:15][C:14]=12)=[O:8].[F:23][C:24]1[CH:30]=[CH:29][C:27]([NH2:28])=[CH:26][CH:25]=1.C([BH3-])#N.[Na+]>CO>[F:23][C:24]1[CH:30]=[CH:29][C:27]([NH:28][CH2:21][C:12]2[CH:11]=[N:10][C:9]([C:7]([O:6][CH3:5])=[O:8])=[C:14]3[O:15][C:16]([CH3:19])([CH3:20])[O:17][CH2:18][C:13]=23)=[CH:26][CH:25]=1 |f:3.4|. Procedure details: Acetic acid (50 μL, 0.87 mmol) was added to a mixture of 5-Formyl-2,2-dimethyl-4H-[1,3]dioxino[4,5-c]pyridine-8-carboxylic acid methyl ester [J. Org. Chem. 1999, 64, 4537] (220 mg, 0.87 mmol) and 4-fluoroaniline (125 μL, 1.3 mmol) in dry methanol (4 mL) and stirred at room temperature for 15 min. and sodium cyanoborohydride (72 mg, 1.3 mmol) was added. This mixture was stirred at room temperature for 3 h followed by evaporation of 90% of the methanol volume under reduced pressure. The residue wa... Reactants: [H-].[Na+] (sodium hydride), CC1(C(NC(N1)=O)=O)C (5,5-Dimethylhydantoin), COCCOCCOCCOC1=C(C=CC(=C1)S(=O)(=O)[O-])C ([2-[2-(2-methoxyethoxy)ethoxy]ethoxy]p-toluenesulfonate). Solvent: CN(C=O)C (N,N-dimethylformamide). Reaction conditions: time 1 hour. Product: COCCOCCOCCN1C(NC(C1=O)(C)C)=O (3-(2-(2-(2-methoxyethoxy)ethoxy)ethyl)-5,5-dimethylimidazolidine-2,4-dione). The yield is 31.9%. Reaction SMILES: [CH3:1][C:2]1([CH3:9])[NH:6][C:5](=[O:7])[NH:4][C:3]1=[O:8].[H-].[Na+].[CH3:12][O:13][CH2:14][CH2:15][O:16][CH2:17][CH2:18][O:19][CH2:20][CH2:21]OC1C=C(S([O-])(=O)=O)C=CC=1C>CN(C)C=O>[CH3:12][O:13][CH2:14][CH2:15][O:16][CH2:17][CH2:18][O:19][CH2:20][CH2:21][N:4]1[C:3](=[O:8])[C:2]([CH3:9])([CH3:1])[NH:6][C:5]1=[O:7] |f:1.2|. Procedure: 5,5-Dimethylhydantoin (1.32 g, 10.3 mmol) was dissolved in N,N-dimethylformamide (100 ml). To the stirring room temperature solution was added sodium hydride (60%, 412 mg, 10.2 mmol). After an additional one hour of stirring at room temperature, [2-[2-(2-methoxyethoxy)ethoxy]ethoxy]p-toluenesulfonate (3.28 g, 10.3 mmol) was slowly added to the basic solution over a 20 minute period. The reaction mixture was stirred for an additional 18 hours at room temperature. The reaction mixture was concentr... The reactants are BrCCOC=1C=C(C=CC1)C1=NOC2=C1SC=C2 (3-[3-(2-bromo-ethoxy)-phenyl]-thieno[2,3-d]isoxazole), C([O-])([O-])=O.[K+].[K+] (potassium carbonate), FC1=C(CN)C(=CC=C1)F (2,6-difluorobenzylamine). Run in C(C)#N (acetonitrile). Run at time 8 hour. The product is FC1=C(CNCCOC2=CC(=CC=C2)C2=NOC3=C2SC=C3)C(=CC=C1)F ((2,6-difluoro-benzyl)-[2-(3-thieno[2,3-d]isoxazol-3-yl-phenoxy)-ethyl]-amine). RXN SMILES: Br[CH2:2][CH2:3][O:4][C:5]1[CH:6]=[C:7]([C:11]2[C:15]3[S:16][CH:17]=[CH:18][C:14]=3[O:13][N:12]=2)[CH:8]=[CH:9][CH:10]=1.C(=O)([O-])[O-].[K+].[K+].[F:25][C:26]1[CH:33]=[CH:32][CH:31]=[C:30]([F:34])[C:27]=1[CH2:28][NH2:29]>C(#N)C>[F:25][C:26]1[CH:33]=[CH:32][CH:31]=[C:30]([F:34])[C:27]=1[CH2:28][NH:29][CH2:2][CH2:3][O:4][C:5]1[CH:10]=[CH:9][CH:8]=[C:7]([C:11]2[C:15]3[S:16][CH:17]=[CH:18][C:14]=3[O:13][N:12]=2)[CH:6]=1 |f:1.2.3|. Procedure details: The title compound is prepared from 3-[3-(2-bromo-ethoxy)-phenyl]-thieno[2,3-d]isoxazole, potassium carbonate, 2,6-difluorobenzylamine and acetonitrile essentially as described above in example 18 except that the reaction is run overnight and the compound is purified by column chromatography using a solvent gradient of 5% ethyl acetate in dichloromethane to 10% methanol in ethyl acetate. Purity by LC/MS (APCI)=99%, [M+H]+=387. Starting materials: C(CCCCCCCCCCCCCCC)NC1=CC=C(C=CC(=O)OCC)C=C1 (ethyl 4-hexadecylaminocinnamate), C(C)O (ethanol), [OH-].[Na+] (sodium hydroxide), O (water). The solvent is C(C)(=O)O (acetic acid). Yields the product C(CCCCCCCCCCCCCCC)NC1=CC=C(C=CC(=O)O)C=C1 (4-hexadecylaminocinnamic acid). Reaction SMILES: [CH2:1]([NH:17][C:18]1[CH:30]=[CH:29][C:21]([CH:22]=[CH:23][C:24]([O:26]CC)=[O:25])=[CH:20][CH:19]=1)[CH2:2][CH2:3][CH2:4][CH2:5][CH2:6][CH2:7][CH2:8][CH2:9][CH2:10][CH2:11][CH2:12][CH2:13][CH2:14][CH2:15][CH3:16].[OH-].[Na+].O.C(O)C>C(O)(=O)C>[CH2:1]([NH:17][C:18]1[CH:19]=[CH:20][C:21]([CH:22]=[CH:23][C:24]([OH:26])=[O:25])=[CH:29][CH:30]=1)[CH2:2][CH2:3][CH2:4][CH2:5][CH2:6][CH2:7][CH2:8][CH2:9][CH2:10][CH2:11][CH2:12][CH2:13][CH2:14][CH2:15][CH3:16] |f:1.2|. Procedure details: A mixture of ethyl p-aminocinnamate, one equivalent of 1-bromohexadecene, one equivalent of anhydrous potassium carbonate in hexamethylphosphoramide is heated for 20 hours at 60° C. The mixture is then cooled, diluted with water and extracted with ether. The combined ether extracts are dried, filtered and evaporated to provide ethyl 4-hexadecylaminocinnamate. The ester is hydrolyzed with sodium hydroxide in a 1:1 water:ethanol solution at steam bath temperature for 10 hours. The hot solution is ... Starting materials: C(C1=CC=CC=C1)N1C=NC=C1CC(C(CC)=O)C(CC)=O (4-(3-benzyl-3H-imidazol-4-ylmethyl)-heptane-3,5-dione), C(C)NN (ethylhydrazine). Yields the product C(C1=CC=CC=C1)N1C=NC=C1CC=1C(=NN(C1CC)CC)CC (4-(3-Benzyl-3H-imidazol-4-ylmethyl)-1,3,5-triethyl-1H-pyrazole). As a reaction SMILES: [CH2:1]([N:8]1[C:12]([CH2:13][CH:14]([C:19](=O)[CH2:20][CH3:21])[C:15](=O)[CH2:16][CH3:17])=[CH:11][N:10]=[CH:9]1)[C:2]1[CH:7]=[CH:6][CH:5]=[CH:4][CH:3]=1.[CH2:23]([NH:25][NH2:26])[CH3:24]>>[CH2:1]([N:8]1[C:12]([CH2:13][C:14]2[C:19]([CH2:20][CH3:21])=[N:26][N:25]([CH2:23][CH3:24])[C:15]=2[CH2:16][CH3:17])=[CH:11][N:10]=[CH:9]1)[C:2]1[CH:7]=[CH:6][CH:5]=[CH:4][CH:3]=1. Reported procedure: 4-(3-Benzyl-3H-imidazol-4-ylmethyl)-1,3,5-triethyl-1H-pyrazole was prepared from 4-(3-benzyl-3H-imidazol-4-ylmethyl)-heptane-3,5-dione and ethylhydrazine in analogy to Example 55 b): off-white solid; MS (ISP): 323.3 ((M+H)+.).